This data is from the Open Reaction Database (ORD), a public repository of structured organic reaction records. The task is: describe an organic reaction: reactants, conditions, products, and yield Reactants: [OH-].[Na+] (sodium hydroxide), CC1(CC(C2=C(N=C(S2)NC(=O)NCCCCCC)C1)(C)C)C (N-(5,5,7,7-tetramethyl-4,5,6,7-tetrahydrobenzothiazol-2-yl)-N'-hexylurea), C1OCOCO1 (s-trioxane), S(O)(O)(=O)=O (sulfuric acid). Solvent: O (water). Run at temperature 5 celsius, time 16 hour. The product is CC1(CC(C2=C(N=C(S2)N2COCN(C2=O)CCCCCC)C1)(C)C)C (3-(5,5,7,7-tetramethyl-4,5,6,7-tetrahydrobenzothiazol-2-yl)-5-hexyltetrahydro-1,3,5-oxadiazin-4-one). As a reaction SMILES: [CH3:1][C:2]1([CH3:23])[CH2:20][C:6]2[N:7]=[C:8]([NH:10][C:11]([NH:13][CH2:14][CH2:15][CH2:16][CH2:17][CH2:18][CH3:19])=[O:12])[S:9][C:5]=2[C:4]([CH3:22])([CH3:21])[CH2:3]1.[CH2:24]1OCO[CH2:26][O:25]1.S(=O)(=O)(O)O.[OH-].[Na+]>O>[CH3:23][C:2]1([CH3:1])[CH2:20][C:6]2[N:7]=[C:8]([N:10]3[C:11](=[O:12])[N:13]([CH2:14][CH2:15][CH2:16][CH2:17][CH2:18][CH3:19])[CH2:26][O:25][CH2:24]3)[S:9][C:5]=2[C:4]([CH3:22])([CH3:21])[CH2:3]1 |f:3.4|. Procedure: Sulfuric acid, 85% concentration, (40 grams) is charged into a glass reaction vessel fitted with a mechanical stirrer and thermometer and is cooled to about 5° C. N-(5,5,7,7-tetramethyl-4,5,6,7-tetrahydrobenzothiazol-2-yl)-N'-hexylurea (0.015 mole) and s-trioxane (0.015 mole) are added portionwise, with stirring to the cold sulfuric acid. Stirring is continued for a period of about 16 hours at room temperature. The reaction mixture is then diluted 1:1 with water and neutralized with aqueous 40% ...